Dataset: the Open Reaction Database (ORD), a public repository of structured organic reaction records. Task: describe an organic reaction: reactants, conditions, products, and yield Starting materials: NC1=C(C=CC(=C1)OC)O (2-amino-4-methoxyphenol), FC1=CC=C(C=O)C=C1 (4-fluorobenzaldehyde), C(#N)C1=C(C(=O)C(=C(C1=O)Cl)Cl)C#N (DDQ). Run in CO (methanol). Run at temperature 45 celsius, time 8 hour. The product is FC1=CC=C(C=C1)C=1OC2=C(N1)C=C(C=C2)OC (2-(4-fluorophenyl)-5-methoxybenzoxazole). As a reaction SMILES: [NH2:1][C:2]1[CH:7]=[C:6]([O:8][CH3:9])[CH:5]=[CH:4][C:3]=1[OH:10].[F:11][C:12]1[CH:19]=[CH:18][C:15]([CH:16]=O)=[CH:14][CH:13]=1.C(C1C(=O)C(Cl)=C(Cl)C(=O)C=1C#N)#N>CO>[F:11][C:12]1[CH:19]=[CH:18][C:15]([C:16]2[O:10][C:3]3[CH:4]=[CH:5][C:6]([O:8][CH3:9])=[CH:7][C:2]=3[N:1]=2)=[CH:14][CH:13]=1. Reported procedure: A mixture of 2-amino-4-methoxyphenol (3.07 g, 22.09 mmol) and 4-fluorobenzaldehyde (3.55 mL, 33.14 mmol) in 40 mL of methanol was stirred at 45° C. overnight. The solvent was evaporated under reduced pressure, and the residue was dissolved in methylene chloride (50 mL), to which was added DDQ (6.02 g, 26.51 mmol) slowly. The resulting mixture was stirred at room temperature for 45 minutes. The solvent was evaporated under reduced pressure, and to the residue was added 300 mL of ethyl acetate. Th... Starting materials: Cl.C(C)N=C=NCCCN(C)C (1-ethyl-3-(3-dimethylaminopropyl) carbodiimide hydrochloride), Cl (hydrochloric acid), P-[bis(2-chloroethyl)amino]L-phenylalanine, polymer, [Na] (sodium), N[C@@H](CCC(=O)[O-])C(=O)[O-].N[C@@H](C)C(=O)O (L-glutamate L-alanine). Solvent: O (water), O (water), O (water). Reaction conditions: time 8 hour. Product: N[C@@H](CCC(=O)O)C(=O)O.N[C@@H](C)C(=O)O (L-glutamic acid L-alanine). RXN SMILES: [Na].[NH2:2][C@H:3]([C:9]([O-:11])=[O:10])[CH2:4][CH2:5][C:6]([O-:8])=[O:7].[NH2:12][C@H:13]([C:15]([OH:17])=[O:16])[CH3:14].Cl.C(N=C=NCCCN(C)C)C.Cl>O>[NH2:2][C@H:3]([C:9]([OH:11])=[O:10])[CH2:4][CH2:5][C:6]([OH:8])=[O:7].[NH2:12][C@H:13]([C:15]([OH:17])=[O:16])[CH3:14] |f:1.2,3.4,7.8,^1:0|. Procedure: 450 mg of the polymer mainly comprising sodium of L-glutamate/L-alanine copolymer obtained in Example 3 was dissolved in 10 ml of water, to which an aqueous solution prepared by dissolving 66.3 mg of 1-ethyl-3-(3-dimethylaminopropyl) carbodiimide hydrochloride (EDC, condensing agent) in 5 ml of water was added. An aqueous solution prepared by dissolving 88.5 mg of P-[bis(2-chloroethyl)amino]L-phenylalanine (melphalan), which is a publicly known anti-cancer drug, in 20 ml of water was added dropw... Reactants: [OH-].[Na+] (sodium hydroxide), C(CCCCCCCCCCCCC)N1C=C(C=C1)C(=O)OCC (ethyl 1-tetradecylpyrrole-3-carboxylate). Solvent: C(C)O (ethanol), O (water). The product is C(CCCCCCCCCCCCC)N1C=C(C=C1)C(=O)O (1-tetradecylpyrrole-3-carboxylic acid). Isolated yield 79.9%. RXN SMILES: [OH-].[Na+].[CH2:3]([N:17]1[CH:21]=[CH:20][C:19]([C:22]([O:24]CC)=[O:23])=[CH:18]1)[CH2:4][CH2:5][CH2:6][CH2:7][CH2:8][CH2:9][CH2:10][CH2:11][CH2:12][CH2:13][CH2:14][CH2:15][CH3:16]>C(O)C.O>[CH2:3]([N:17]1[CH:21]=[CH:20][C:19]([C:22]([OH:24])=[O:23])=[CH:18]1)[CH2:4][CH2:5][CH2:6][CH2:7][CH2:8][CH2:9][CH2:10][CH2:11][CH2:12][CH2:13][CH2:14][CH2:15][CH3:16] |f:0.1|. Procedure details: To a solution of 2.58 g (61.3 mmol) of 65% sodium hydroxide in 100 ml of ethanol and 40 ml of water was added 5.43 g (15.3 mmol) of ethyl 1-tetradecylpyrrole-3-carboxylate obtained in Example 56. After the mixture was heated under reflux for 5 hours, the ethanol was removed under reduced pressure and 100 ml of water was added thereto. Then the mixture was acidified with concentrated hydrochloric acid to precipitate crystals, which were extracted with 70 ml and with 50 ml of ethyl acetate. The ex... Starting materials: CN(C)C(=[N+](C)C)ON1C2=C(C=CC=C2)N=N1.[B-](F)(F)(F)F (TBTU), Cl (hydrochloric acid), amide, CC(C)(C)OC(=O)N[C@H](CCCN=C(N)N[N+](=O)[O-])C(=O)O (Boc-D-Arg-(NO2)-OH), Cl.C(C)OC1=CC=C(C=C1)CN (4-ethoxybenzenemethylamine-hydrochloride), amide, C(C)OC1=CC=C(C#N)C=C1 (4-ethoxybenzonitrile), C([C@@H]([C@@H]1C(=C(C(=O)O1)O)O)O)O (ester-C). Reagents/catalysts: [Pd] (palladium). The solvent is C(Cl)Cl (CH2Cl2), C(C)N(CC)CC (triethylamine). Yields the product NC(NCCC[C@@H](NC(=O)OC(C)(C)C)C(=O)NCC1=CC=C(C=C1)OCC)=N[N+](=O)[O-] ((R)-N5 -[Amino(nitroimino)methyl]-N2 -[(tert.-butyloxy)-carbonyl]-N-[(4-ethoxyphenyl)methyl]-ornithinamide). Yield: 77.0%. As a reaction SMILES: [CH3:1][C:2]([O:5][C:6]([NH:8][C@@H:9]([C:20]([OH:22])=O)[CH2:10][CH2:11][CH2:12][N:13]=[C:14]([NH:16][N+:17]([O-:19])=[O:18])[NH2:15])=[O:7])([CH3:4])[CH3:3].Cl.[CH2:24]([O:26][C:27]1[CH:32]=[CH:31][C:30]([CH2:33][NH2:34])=[CH:29][CH:28]=1)[CH3:25].C(OC1C=CC(C#N)=CC=1)C.Cl.CN(C(ON1N=NC2C=CC=CC1=2)=[N+](C)C)C.[B-](F)(F)(F)F.C(O)[C@H](O)[C@H]1OC(=O)C(O)=C1O>[Pd].C(Cl)Cl.C(N(CC)CC)C>[NH2:15][C:14](=[N:16][N+:17]([O-:19])=[O:18])[NH:13][CH2:12][CH2:11][CH2:10][C@H:9]([C:20]([NH:34][CH2:33][C:30]1[CH:31]=[CH:32][C:27]([O:26][CH2:24][CH3:25])=[CH:28][CH:29]=1)=[O:22])[NH:8][C:6]([O:5][C:2]([CH3:1])([CH3:3])[CH3:4])=[O:7] |f:1.2,5.6|. Reported procedure: Prepared analogously to Example 8a) from Boc-D-Arg-(NO2)-OH, 4-ethoxybenzenemethylamine-hydrochloride (mp.: 262°-264° C.; from 4-ethoxybenzonitrile by catalytic hydrogenation in the presence of palladium/animal charcoal and aqueous hydrochloric acid), triethylamine and TBTU in a yield of 77% of theory. IR (CH2Cl2): 1730 cm-1 (ester-C=O) 1675 cm-1 (amide C=O) 1510 cm-1 (amide II) Starting materials: C(#N)C1=CC(=CC=2SC3=CC(=CC=C3N(C12)C(=O)OC(C)(C)C)N1CCOCC1)N1CCOCC1 (tert-butyl 1-cyano-3,7-dimorpholino-10H-phenothiazine-10-carboxylate), C(=O)(C(F)(F)F)O (TFA). Run in ClCCl (dichloromethane). Product: C(#N)C1=CC(=CC2=[S+]C3=CC(=CC=C3N=C12)N1CCOCC1)N1CCOCC1.FC(C(=O)[O-])(F)F (2,2,2-trifluoroacetic acid, 1-cyano-3,7-dimorpholinophenothiazin-5-ium salt). Reaction SMILES: [C:1]([C:3]1[C:16]2[N:15](C(OC(C)(C)C)=O)[C:14]3[C:9](=[CH:10][C:11]([N:24]4[CH2:29][CH2:28][O:27][CH2:26][CH2:25]4)=[CH:12][CH:13]=3)[S:8][C:7]=2[CH:6]=[C:5]([N:30]2[CH2:35][CH2:34][O:33][CH2:32][CH2:31]2)[CH:4]=1)#[N:2].[C:36]([OH:42])([C:38]([F:41])([F:40])[F:39])=[O:37]>ClCCl>[C:1]([C:3]1[C:16]2[C:7](=[S+:8][C:9]3[C:14]([N:15]=2)=[CH:13][CH:12]=[C:11]([N:24]2[CH2:25][CH2:26][O:27][CH2:28][CH2:29]2)[CH:10]=3)[CH:6]=[C:5]([N:30]2[CH2:35][CH2:34][O:33][CH2:32][CH2:31]2)[CH:4]=1)#[N:2].[F:39][C:38]([F:41])([F:40])[C:36]([O-:42])=[O:37] |f:3.4|. Procedure details: Dissolved tert-butyl 1-cyano-3,7-dimorpholino-10H-phenothiazine-10-carboxylate (63.0 mg, 0.0.127 mmol) in dichloromethane (3 mL). Added TFA (2 mL, 27 mmol). Stirred until the reaction was complete by TLC and LC/MS (2 h). Yields the product CC(C(=O)O)c1cccc(Oc2ccc(C(F)(F)F)cc2CBr)c1. Starting materials: COCCOC, CC(C(=O)O)c1cccc(Oc2ccc(C(F)(F)F)cc2CO)c1, BrP(Br)Br. Reaction SMILES: [CH3:29][O:30][CH2:31][CH2:32][O:33][CH3:34].[OH:1][CH2:2][c:3]1[c:4]([O:5][c:6]2[cH:7][c:8]([CH:12]([C:13](=[O:14])[OH:15])[CH3:16])[cH:9][cH:10][cH:11]2)[cH:17][cH:18][c:19]([C:21]([F:22])([F:23])[F:24])[cH:20]1.[P:25]([Br:26])([Br:27])[Br:28]>>[CH2:2]([c:3]1[c:4]([O:5][c:6]2[cH:7][c:8]([CH:12]([C:13](=[O:14])[OH:15])[CH3:16])[cH:9][cH:10][cH:11]2)[cH:17][cH:18][c:19]([C:21]([F:22])([F:23])[F:24])[cH:20]1)[Br:26]. Starting materials: CC(C)(C)OC(=O)NCCCCCCOc1ccc2ccccc2n1, Cl, [Na+], [OH-], O. The product is NCCCCCCOc1ccc2ccccc2n1. RXN SMILES: [C:1]([O:2][C:3](=[O:4])[NH:8][CH2:9][CH2:10][CH2:11][CH2:12][CH2:13][CH2:14][O:15][c:16]1[n:17][c:18]2[cH:19][cH:20][cH:21][cH:22][c:23]2[cH:24][cH:25]1)([CH3:5])([CH3:6])[CH3:7].[ClH:26].[Na+:28].[OH-:27].[OH2:29]>>[NH2:8][CH2:9][CH2:10][CH2:11][CH2:12][CH2:13][CH2:14][O:15][c:16]1[n:17][c:18]2[cH:19][cH:20][cH:21][cH:22][c:23]2[cH:24][cH:25]1. Starting materials: CO, C=C(C#N)CN(C)C, OC1CCNCC1, c1ccccc1. Yields the product CN(C)CC(C#N)CN1CCC(O)CC1. RXN SMILES: [CH3:16][OH:17].[CH3:1][N:2]([CH3:3])[CH2:4][C:5]([C:6]#[N:7])=[CH2:8].[OH:9][CH:10]1[CH2:11][CH2:12][NH:13][CH2:14][CH2:15]1.[cH:18]1[cH:19][cH:20][cH:21][cH:22][cH:23]1>>[CH3:1][N:2]([CH3:3])[CH2:4][CH:5]([C:6]#[N:7])[CH2:8][N:13]1[CH2:12][CH2:11][CH:10]([OH:9])[CH2:15][CH2:14]1. Reactants: Cl (hydrochloric acid), FC1=C(C(=CC(=C1)I)F)C#N (1,3-difluoro-2-cyano-5-iodobenzene), C(CC)C1=CC=C(C=C1)C#C (4-propylphenylacetylene), cuprous iodide. The reagents and catalysts are [Pd](Cl)Cl.C1(=CC=CC=C1)P(C1=CC=CC=C1)C1=CC=CC=C1.C1(=CC=CC=C1)P(C1=CC=CC=C1)C1=CC=CC=C1 (bis(triphenylphosphine) palladium (II) chloride). Run in CN(C=O)C (N,N-dimethylformamide). Product: C(CC)C1=CC=C(C=C1)C#CC1=CC(=C(C(=C1)F)C#N)F (4-propyl-3',5'-difluoro-4'-cyanotolan). Yield: 27.3%. As a reaction SMILES: [F:1][C:2]1[CH:7]=[C:6](I)[CH:5]=[C:4]([F:9])[C:3]=1[C:10]#[N:11].[CH2:12]([C:15]1[CH:20]=[CH:19][C:18]([C:21]#[CH:22])=[CH:17][CH:16]=1)[CH2:13][CH3:14].Cl>CN(C)C=O.[Pd](Cl)Cl.C1(P(C2C=CC=CC=2)C2C=CC=CC=2)C=CC=CC=1.C1(P(C2C=CC=CC=2)C2C=CC=CC=2)C=CC=CC=1>[CH2:12]([C:15]1[CH:16]=[CH:17][C:18]([C:21]#[C:22][C:6]2[CH:7]=[C:2]([F:1])[C:3]([C:10]#[N:11])=[C:4]([F:9])[CH:5]=2)=[CH:19][CH:20]=1)[CH2:13][CH3:14] |f:4.5.6|. Procedure: 5.6 g of this 1,3-difluoro-2-cyano-5-iodobenzene was dissolved in 35 ml of N,N-dimethylformamide, to which was added 7.3 mg of bis(triphenylphosphine) palladium (II) chloride and 34 m of cuprous iodide. Next, 3 g of the 4-propylphenylacetylene obtained in Step 2 was added and allowed to react at 50° to 60° C. for 0.5 hour. After completion of the reaction, 35 ml of 9% hydrochloric acid was added to the reaction solution. After being extracted with chloroform, the crystals were washed with water ...